This data is from the Open Reaction Database (ORD), a public repository of structured organic reaction records. The task is: describe an organic reaction: reactants, conditions, products, and yield The reactants are NC1=NC(=C(C(=N1)N)C1=C(C=CC(=C1)[N+](=O)[O-])Cl)C (2,4-Diamino-5-(2-chloro-5-nitrophenyl)-6-methylpyrimidine), CS(=O)(=O)Cl (methanesulphonylchloride). The solvent is N1=CC=CC=C1 (pyridine). Product: NC1=NC(=C(C(=N1)N)C1=C(C=CC(=C1)NS(=O)(=O)C)Cl)C (2,4-Diamino-5-(2-chloro-5-methanesulphonylaminophenyl)-6-methyl pyrimidine). RXN SMILES: [NH2:1][C:2]1[N:7]=[C:6]([NH2:8])[C:5]([C:9]2[CH:14]=[C:13]([N+:15]([O-])=O)[CH:12]=[CH:11][C:10]=2[Cl:18])=[C:4]([CH3:19])[N:3]=1.[CH3:20][S:21](Cl)(=[O:23])=[O:22]>N1C=CC=CC=1>[NH2:1][C:2]1[N:7]=[C:6]([NH2:8])[C:5]([C:9]2[CH:14]=[C:13]([NH:15][S:21]([CH3:20])(=[O:23])=[O:22])[CH:12]=[CH:11][C:10]=2[Cl:18])=[C:4]([CH3:19])[N:3]=1. Procedure details: This compound was prepared from 2,4-diamino-5-(2-chloro-5-aminophenyl)-6-methylpyrimidine from Example 54 by reaction with methanesulphonylchloride in pyridine, mp. 234°-240° C. Starting materials: BrC(Br)(Br)Br, ClCCl, O=CC1CCC(=O)CC1, c1ccc(P(c2ccccc2)c2ccccc2)cc1. The product is O=C1CCC(C=C(Br)Br)CC1. Reaction SMILES: [C:20]([Br:21])([Br:22])([Br:23])[Br:24].[CH2:34]([Cl:35])[Cl:36].[CH:25](=[O:26])[CH:27]1[CH2:28][CH2:29][C:30](=[O:33])[CH2:31][CH2:32]1.[c:1]1([P:2]([c:3]2[cH:4][cH:5][cH:6][cH:7][cH:8]2)[c:9]2[cH:10][cH:11][cH:12][cH:13][cH:14]2)[cH:15][cH:16][cH:17][cH:18][cH:19]1>>[C:20]([Br:21])([Br:24])=[CH:25][CH:27]1[CH2:28][CH2:29][C:30](=[O:33])[CH2:31][CH2:32]1. Starting materials: NC1C2=C(C3=C(N(C1=O)CC1=CC=C(C=C1)OC)C=CC=C3)C=CC=C2 ((RS)-7-amino-5-(4-methoxy-benzyl)-5H,7H-dibenzo[b,d]azepin-6-one), FC(C(=O)O)(F)F (trifluoroacetic acid), FC(S(=O)(=O)O)(F)F (trifluoromethansulfonic acid), C(=O)(O)[O-].[Na+] (NaHCO3). Run in ClCCl (dichloromethane). Conditions: time 4 hour. Product: NC1C2=C(C3=C(NC1=O)C=CC=C3)C=CC=C2 ((RS)-7-Amino-5H,7H-dibenzo[b,d]azepin-6-one). Reaction SMILES: [NH2:1][CH:2]1[C:8](=[O:9])[N:7](CC2C=CC(OC)=CC=2)[C:6]2[CH:19]=[CH:20][CH:21]=[CH:22][C:5]=2[C:4]2[CH:23]=[CH:24][CH:25]=[CH:26][C:3]1=2.FC(F)(F)C(O)=O.FC(F)(F)S(O)(=O)=O.C([O-])(O)=O.[Na+]>ClCCl>[NH2:1][CH:2]1[C:8](=[O:9])[NH:7][C:6]2[CH:19]=[CH:20][CH:21]=[CH:22][C:5]=2[C:4]2[CH:23]=[CH:24][CH:25]=[CH:26][C:3]1=2 |f:3.4|. Procedure details: To a solution of 0.1 g (0.29 mmol) (RS)-7-amino-5-(4-methoxy-benzyl)-5H,7H-dibenzo[b,d]azepin-6-one in 8 ml of dichloromethane at 0° C. temperature 0.67 ml (8.7 mmol) of trifluoroacetic acid and 0.25 ml of trifluoromethansulfonic acid (2.9 mmol) were added and the mixture was stirred for 4 hours at room temperature. After concentration of the mixture at 40° C. in vacuo an aqueous NaHCO3 solution was added and the mixture extracted two times with ethyl acetate. The combined organic layers were dr... Reactants: COS(=O)(=O)OC, CO, [K+], [OH-], Cc1cc(O)c(C)c(C)c1NC=O. Yields the product COc1cc(C)c(NC=O)c(C)c1C. Reaction SMILES: [CH3:14][O:15][S:16]([O:17][CH3:18])(=[O:19])=[O:20].[CH3:23][OH:24].[K+:22].[OH-:21].[OH:1][c:2]1[c:3]([CH3:13])[c:4]([CH3:12])[c:5]([NH:9][CH:10]=[O:11])[c:6]([CH3:8])[cH:7]1>>[O:1]([c:2]1[c:3]([CH3:13])[c:4]([CH3:12])[c:5]([NH:9][CH:10]=[O:11])[c:6]([CH3:8])[cH:7]1)[CH3:14]. Starting materials: Cl (hydrochloric acid), ClC1=C(C=C(C=C1)[N+](=O)[O-])CN(C)C (1-(2-chloro-5-nitrophenyl)-N,N-dimethylmethanamine). The reagents and catalysts are [Fe] (Iron). The solvent is C(C)O.O (ethanol water). Product: ClC1=C(C=C(N)C=C1)CN(C)C (4-chloro-3-((dimethylamino)methyl)aniline). Yield: 54.6%. RXN SMILES: Cl.[Cl:2][C:3]1[CH:8]=[CH:7][C:6]([N+:9]([O-])=O)=[CH:5][C:4]=1[CH2:12][N:13]([CH3:15])[CH3:14]>[Fe].C(O)C.O>[Cl:2][C:3]1[CH:8]=[CH:7][C:6]([NH2:9])=[CH:5][C:4]=1[CH2:12][N:13]([CH3:15])[CH3:14] |f:3.4|. Reported procedure: Iron (1.36 g, 21.9 mmol) and concentrated hydrochloric acid (0.15 mL) was added to ethanol/water (20 mL/20 mL), followed by refluxing for 1 hour. The mixed reaction solution was added with 1-(2-chloro-5-nitrophenyl)-N,N-dimethylmethanamine (940 mg, 4.38 mmol) obtained in <Step 1> above, and refluxed for 1 hour. The reaction mixture was filtered through a Celite pad under reduced pressure, and washed with ethanol and chloroform/2-propanol=3/1 (v/v). The resulting filtrate was distilled under redu...